This data is from the Open Reaction Database (ORD), a public repository of structured organic reaction records. The task is: describe an organic reaction: reactants, conditions, products, and yield Starting materials: ClC=1C=CC(=NC1)COC1=CC(N(C=C1)C1=CC=C(C=C1)OCCN1C[C@H](CC1)O)=O (4-[(5-chloro-2-pyridinyl)methoxy]-1-(4-{2-[(3S)-3-hydroxy-1-pyrrolidinyl]ethoxy}phenyl)-1H-pyridin-2-one), FC[C@H]1N(CCC1)C(=O)OC(C)(C)C (tert-butyl (2S)-2-(fluoromethyl)pyrrolidine-1-carboxylate), FCCO[C@H]1CN(CC1)C(=O)OC(C)(C)C (tert-butyl (3R)-3-(2-fluoroethoxy)pyrrolidine-1-carboxylate). The product is FCCO[C@H]1CN(CC1)CCO (2-[(3R)-3-(2-fluoroethoxy)-1-pyrrolidinyl]ethanol). RXN SMILES: ClC1C=CC(COC2C=CN(C3C=CC([O:22][CH2:23][CH2:24][N:25]4[CH2:29][CH2:28][C@H:27]([OH:30])[CH2:26]4)=CC=3)C(=O)C=2)=NC=1.[F:32][CH2:33][C@@H:34]1CCCN1C(OC(C)(C)C)=O.FCCO[C@@H]1CCN(C(OC(C)(C)C)=O)C1>>[F:32][CH2:33][CH2:34][O:30][C@@H:27]1[CH2:28][CH2:29][N:25]([CH2:24][CH2:23][OH:22])[CH2:26]1. Reported procedure: Steps (2) and (3) of Example 89 were repeated except that tert-butyl (2S)-2-(fluoromethyl)pyrrolidine-1-carboxylate used in the Step (2) was replaced with tert-butyl (3R)-3-(2-fluoroethoxy)pyrrolidine-1-carboxylate, to provide the title compound. The reactants are BrCC1CC1, O=C([O-])[O-], CC#N, [Cs+], [Cs+], CCOC(=O)c1cc2cc([N+](=O)[O-])ccc2[nH]1. The product is CCOC(=O)c1cc2cc([N+](=O)[O-])ccc2n1CC1CC1. RXN SMILES: [Br:24][CH2:25][CH:26]1[CH2:27][CH2:28]1.[C:18](=[O:19])([O-:20])[O-:21].[CH3:29][C:30]#[N:31].[Cs+:22].[Cs+:23].[N+:1](=[O:2])([O-:3])[c:4]1[cH:5][c:6]2[cH:7][c:8]([C:13](=[O:14])[O:15][CH2:16][CH3:17])[nH:9][c:10]2[cH:11][cH:12]1>>[N+:1](=[O:2])([O-:3])[c:4]1[cH:5][c:6]2[cH:7][c:8]([C:13](=[O:14])[O:15][CH2:16][CH3:17])[n:9]([CH2:25][CH:26]3[CH2:27][CH2:28]3)[c:10]2[cH:11][cH:12]1. Reactants: C(C)(C)(C)OC(=O)N1[C@@H](CC1)COC=1C=NC=C(C1)[Sn](C)(C)C (3-[[1-(tert-butoxycarbonyl)-2(S)-azetidinyl]methoxy]-5-(trimethylstannyl)pyridine), C(C1=CC=CC=C1)OCCC1=CC=C(C=C1)I (1-[2-(benzyloxy)ethyl]-4-iodobenzene), [F-].[Cs+] (CsF). The reagents and catalysts are C=1C=CC(=CC1)[P](C=2C=CC=CC2)(C=3C=CC=CC3)[Pd]([P](C=4C=CC=CC4)(C=5C=CC=CC5)C=6C=CC=CC6)([P](C=7C=CC=CC7)(C=8C=CC=CC8)C=9C=CC=CC9)[P](C=1C=CC=CC1)(C=1C=CC=CC1)C=1C=CC=CC1 (Pd(PPh3)4), [Cu]I (CuI). Solvent: CN(C)C=O (DMF). Run at temperature 50 celsius, time 5 hour. Product: C(C1=CC=CC=C1)OCCC1=CC=C(C=C1)C=1C=NC=C(C1)OC[C@H]1N(CC1)C(=O)OC(C)(C)C (3-[4-[2-(Benzyloxy)ethyl]phenyl]-5-[[1-(tert-butoxycarbonyl)-2(S)-azetidinyl]methoxy]pyridine). The yield is 59.0%. As a reaction SMILES: [C:1]([O:5][C:6]([N:8]1[CH2:11][CH2:10][C@H:9]1[CH2:12][O:13][C:14]1[CH:15]=[N:16][CH:17]=[C:18]([Sn](C)(C)C)[CH:19]=1)=[O:7])([CH3:4])([CH3:3])[CH3:2].[CH2:24]([O:31][CH2:32][CH2:33][C:34]1[CH:39]=[CH:38][C:37](I)=[CH:36][CH:35]=1)[C:25]1[CH:30]=[CH:29][CH:28]=[CH:27][CH:26]=1.[F-].[Cs+]>CN(C=O)C.C1C=CC([P]([Pd]([P](C2C=CC=CC=2)(C2C=CC=CC=2)C2C=CC=CC=2)([P](C2C=CC=CC=2)(C2C=CC=CC=2)C2C=CC=CC=2)[P](C2C=CC=CC=2)(C2C=CC=CC=2)C2C=CC=CC=2)(C2C=CC=CC=2)C2C=CC=CC=2)=CC=1.[Cu]I>[CH2:24]([O:31][CH2:32][CH2:33][C:34]1[CH:39]=[CH:38][C:37]([C:18]2[CH:17]=[N:16][CH:15]=[C:14]([O:13][CH2:12][C@@H:9]3[CH2:10][CH2:11][N:8]3[C:6]([O:5][C:1]([CH3:4])([CH3:3])[CH3:2])=[O:7])[CH:19]=2)=[CH:36][CH:35]=1)[C:25]1[CH:30]=[CH:29][CH:28]=[CH:27][CH:26]=1 |f:2.3,^1:51,53,72,91|. Procedure: A solution/suspension of 3-[[1-(tert-butoxycarbonyl)-2(S)-azetidinyl]methoxy]-5-(trimethylstannyl)pyridine (427 mg, 1.00 mmol), 1-[2-(benzyloxy)ethyl]-4-iodobenzene (338 mg, 1.00 mmol), CsF (304 mg, 2.00 mmol), Pd(PPh3)4 (58 mg, 0.05 mmol) and CuI (19 mg, 0.10 mmol) in anhydrous DMF (5 mL) was stirred at 50° C. for 5 h under N2. The reaction mixture was cooled and concentrated under vacuum. The residue was applied onto a silica gel column, and the product was eluted with EtOAc/petroleum ether/Et... Reactants: C(C)(C)(C)OC(=O)N1[C@@H](CC(C1)=NOCC)C(=O)O ((2S,4EZ)-1-(tertbutoxycarbonyl)-4-(ethoxyimino)-2-pyrrolidinecarboxylic acid), C1(=CC=CC=C1)C(C(=O)Cl)C1=CC=CC=C1 (diphenylacetyl chloride), C(C1=CC=CC=C1)N (benzylamine). The product is C(C1=CC=CC=C1)NC(=O)[C@H]1N(CC(C1)=NOCC)C(C(C1=CC=CC=C1)C1=CC=CC=C1)=O ((2S,4EZ)-N-benzyl-1-(diphenylacetyl)-4-(ethoxyimino)-2-pyrrolidinecarboxamide). As a reaction SMILES: C(O[C:6]([N:8]1[CH2:12][C:11](=[N:13][O:14][CH2:15][CH3:16])[CH2:10][C@H:9]1[C:17]([OH:19])=O)=[O:7])(C)(C)C.[C:20]1([CH:26]([C:30]2[CH:35]=[CH:34][CH:33]=[CH:32][CH:31]=2)C(Cl)=O)[CH:25]=[CH:24][CH:23]=[CH:22][CH:21]=1.[CH2:36]([NH2:43])[C:37]1[CH:42]=[CH:41][CH:40]=[CH:39][CH:38]=1>>[CH2:36]([NH:43][C:17]([C@@H:9]1[CH2:10][C:11](=[N:13][O:14][CH2:15][CH3:16])[CH2:12][N:8]1[C:6](=[O:7])[CH:26]([C:20]1[CH:21]=[CH:22][CH:23]=[CH:24][CH:25]=1)[C:30]1[CH:31]=[CH:32][CH:33]=[CH:34][CH:35]=1)=[O:19])[C:37]1[CH:42]=[CH:41][CH:40]=[CH:39][CH:38]=1. Procedure details: Following the general method as outlined in Example 22, starting from (2S,4EZ)-1-(tertbutoxycarbonyl)-4-(ethoxyimino)-2-pyrrolidinecarboxylic acid, diphenylacetyl chloride, and benzylamine the title compound was obtained in 53% purity by LC/MS. MS(ESI+): m/z=456.4. The reactants are [BH4-], CC(C)CCN, CO, NC(=O)c1ccc(Oc2ccc(C=O)s2)cc1, COC([O-])[O-], [Na+]. Product: CC(C)CCNCc1ccc(Oc2ccc(C(N)=O)cc2)s1. RXN SMILES: [BH4-:29].[CH3:18][CH:19]([CH2:20][CH2:21][NH2:22])[CH3:23].[CH3:31][OH:32].[CH:1](=[O:2])[c:3]1[cH:4][cH:5][c:6]([O:8][c:9]2[cH:10][cH:11][c:12]([C:13](=[O:14])[NH2:15])[cH:16][cH:17]2)[s:7]1.[CH:24]([O-:25])([O-:26])[O:27][CH3:28].[Na+:30]>>[CH2:1]([c:3]1[cH:4][cH:5][c:6]([O:8][c:9]2[cH:10][cH:11][c:12]([C:13](=[O:14])[NH2:15])[cH:16][cH:17]2)[s:7]1)[NH:22][CH2:21][CH2:20][CH:19]([CH3:18])[CH3:23]. Starting materials: COC(=O)C(Cl)=CC1C(C(=O)O)C1(C)C, ClC(Cl)Cl, [Cl-], C=CCC1=C(C)C(O)CC1=O. Yields the product C=CCC1=C(C)C(OC(=O)C2C(C=C(Cl)C(=O)OC)C2(C)C)CC1=O. As a reaction SMILES: [CH3:2][C:3]1([CH3:16])[CH:4]([C:13](=[O:14])[OH:15])[CH:5]1[CH:6]=[C:7]([C:8]([O:9][CH3:10])=[O:11])[Cl:12].[CH:28]([Cl:29])([Cl:30])[Cl:31].[Cl-:1].[OH:17][CH:18]1[C:19]([CH3:27])=[C:20]([CH2:24][CH:25]=[CH2:26])[C:21](=[O:23])[CH2:22]1>>[CH3:2][C:3]1([CH3:16])[CH:4]([C:13](=[O:14])[O:15][CH:18]2[C:19]([CH3:27])=[C:20]([CH2:24][CH:25]=[CH2:26])[C:21](=[O:23])[CH2:22]2)[CH:5]1[CH:6]=[C:7]([C:8]([O:9][CH3:10])=[O:11])[Cl:12].